Dataset: the Open Reaction Database (ORD), a public repository of structured organic reaction records. Task: describe an organic reaction: reactants, conditions, products, and yield Starting materials: O=C(O)C=Cc1cc(Cl)cs1, CC1NCCN(Cc2ccc3c(N)ncnc3c2)C1=O. Yields the product CC1C(=O)N(Cc2ccc3c(N)ncnc3c2)CCN1C(=O)C=Cc1cc(Cl)cs1. Reaction SMILES: [Cl:21][c:22]1[cH:23][c:24]([CH:27]=[CH:28][C:29](=[O:30])[OH:31])[s:25][cH:26]1.[NH2:1][c:2]1[n:3][cH:4][n:5][c:6]2[cH:7][c:8]([CH2:12][N:13]3[C:14](=[O:20])[CH:15]([CH3:19])[NH:16][CH2:17][CH2:18]3)[cH:9][cH:10][c:11]12>>[NH2:1][c:2]1[n:3][cH:4][n:5][c:6]2[cH:7][c:8]([CH2:12][N:13]3[C:14](=[O:20])[CH:15]([CH3:19])[N:16]([C:29]([CH:28]=[CH:27][c:24]4[cH:23][c:22]([Cl:21])[cH:26][s:25]4)=[O:30])[CH2:17][CH2:18]3)[cH:9][cH:10][c:11]12. Reactants: [Al+3], Cn1cccc1CC#N, [Cl-], [Cl-], [Cl-], ClCCCl, O=C(Cl)c1cccc(Cl)c1. Product: Cn1c(CC#N)ccc1C(=O)c1cccc(Cl)c1. Reaction SMILES: [Al+3:2].[CH3:15][n:16]1[c:17]([CH2:21][C:22]#[N:23])[cH:18][cH:19][cH:20]1.[Cl-:1].[Cl-:3].[Cl-:4].[Cl:24][CH2:25][CH2:26][Cl:27].[Cl:5][c:6]1[cH:7][c:8]([C:9](=[O:10])[Cl:11])[cH:12][cH:13][cH:14]1>>[Cl:5][c:6]1[cH:7][c:8]([C:9](=[O:10])[c:20]2[n:16]([CH3:15])[c:17]([CH2:21][C:22]#[N:23])[cH:18][cH:19]2)[cH:12][cH:13][cH:14]1. The reactants are N1(CCC1)C1=CC=C(C=N1)NC(=O)C=1N(C2=CC=C(C=C2C1)Br)CC1=CC(=CC=C1)F (N-[6-(azetidin-1-yl)pyridin-3-yl]-5-bromo-1-[(3-fluorophenyl)methyl]-1H-indole-2-carboxamide), C(C)(C)(C)[SiH](C)C (tert-butyldimethylsilane), [O-]P([O-])(=O)OP(=O)([O-])OP(=O)([O-])[O-].[K+].[K+].[K+].[K+].[K+] (potassium triphosphate). Reagents/catalysts: CC(C)([P](C(C)(C)C)([Pd][P](C(C)(C)C)(C(C)(C)C)C(C)(C)C)C(C)(C)C)C (bis(tri-tert-butylphosphine)palladium). Run in CN1C(CCC1)=O (1-methyl-2-pyrrolidinone). The product is N1(CCC1)C1=CC=C(C=N1)NC(=O)C=1N(C2=CC=C(C=C2C1)[Si](C)(C)C(C)(C)C)CC1=CC(=CC=C1)F (N-[6-(Azetidin-1-yl)pyridin-3-yl]-5-tert-butyl(dimethyl)silyl-1-[(3-fluorophenyl)methyl]-1H-indole-2-carboxamide). Isolated yield 17.5%. As a reaction SMILES: [N:1]1([C:5]2[N:10]=[CH:9][C:8]([NH:11][C:12]([C:14]3[N:15]([CH2:24][C:25]4[CH:30]=[CH:29][CH:28]=[C:27]([F:31])[CH:26]=4)[C:16]4[C:21]([CH:22]=3)=[CH:20][C:19](Br)=[CH:18][CH:17]=4)=[O:13])=[CH:7][CH:6]=2)[CH2:4][CH2:3][CH2:2]1.[C:32]([SiH:36]([CH3:38])[CH3:37])([CH3:35])([CH3:34])[CH3:33].[O-]P(OP(OP([O-])([O-])=O)([O-])=O)(=O)[O-].[K+].[K+].[K+].[K+].[K+]>CN1CCCC1=O.CC(C)([P](C(C)(C)C)([Pd][P](C(C)(C)C)(C(C)(C)C)C(C)(C)C)C(C)(C)C)C>[N:1]1([C:5]2[N:10]=[CH:9][C:8]([NH:11][C:12]([C:14]3[N:15]([CH2:24][C:25]4[CH:30]=[CH:29][CH:28]=[C:27]([F:31])[CH:26]=4)[C:16]4[C:21]([CH:22]=3)=[CH:20][C:19]([Si:36]([C:32]([CH3:35])([CH3:34])[CH3:33])([CH3:38])[CH3:37])=[CH:18][CH:17]=4)=[O:13])=[CH:7][CH:6]=2)[CH2:4][CH2:3][CH2:2]1 |f:2.3.4.5.6.7,^1:66,72|. Procedure: Compound No. 18 was prepared according to a process similar to that described in stage 8.4, by reacting 0.15 g (0.31 mmol) of N-[6-(azetidin-1-yl)pyridin-3-yl]-5-bromo-1-[(3-fluorophenyl)methyl]-1H-indole-2-carboxamide, prepared according to the protocol described in stage 17.3, with 108 mg (0.93 mmol) of tert-butyldimethylsilane in the presence of 0.2 g (0.94 mmol) of potassium triphosphate and of 16 mg (0.03 mmol) of bis(tri-tert-butylphosphine)palladium in 2 ml of dry 1-methyl-2-pyrrolidinone... Starting materials: OC1=CC=C(C(=O)O)C=C1 (4-Hydroxybenzoic acid), COC1=CC=C(CCl)C=C1 (4-methoxybenzyl chloride), C(C)O (ethanol). Solvent: ClCCl (dichloromethane). Yields the product OC1=CC=C(C(=O)OCC2=CC=C(C=C2)OC)C=C1 (4-Methoxybenzyl 4-hydroxybenzoate). Reaction SMILES: [OH:1][C:2]1[CH:10]=[CH:9][C:5]([C:6]([OH:8])=[O:7])=[CH:4][CH:3]=1.[CH3:11][O:12][C:13]1[CH:20]=[CH:19][C:16]([CH2:17]Cl)=[CH:15][CH:14]=1.C(O)C>ClCCl>[OH:1][C:2]1[CH:10]=[CH:9][C:5]([C:6]([O:8][CH2:17][C:16]2[CH:19]=[CH:20][C:13]([O:12][CH3:11])=[CH:14][CH:15]=2)=[O:7])=[CH:4][CH:3]=1. Procedure details: 4-Hydroxybenzoic acid (1.38 g) was esterified by alkylation with 4-methoxybenzyl chloride by the method described in Example A-I-1, step a. The title compound (2.06 g) was obtained after silica gel column chromatography (0, 1, 2, 3% ethanol in dichloromethane). Rf (2%MeOH/CHCl3) 0.40. RXN SMILES: [Br-:35].[C:53](=[O:54])([OH:55])[O-:56].[CH2:36]([N+:37]([CH2:38][CH2:39][CH2:40][CH3:41])([CH2:42][CH2:43][CH2:44][CH3:45])[CH2:46][CH2:47][CH2:48][CH3:49])[CH2:50][CH2:51][CH3:52].[CH3:58][N:59]([CH3:60])[CH:61]=[O:62].[Cl-:33].[Cl:26][CH2:27][CH2:28][CH2:29][C:30]([CH3:31])=[O:32].[H-:24].[NH4+:34].[Na+:25].[Na+:57].[O:63]1[CH2:64][CH2:65][CH2:66][CH2:67]1.[nH:1]1[c:2]([NH:10][CH:11]2[CH2:12][CH2:13][N:14]([C:17](=[O:18])[O:19][C:20]([CH3:21])([CH3:22])[CH3:23])[CH2:15][CH2:16]2)[n:3][c:4]2[c:5]1[cH:6][cH:7][cH:8][cH:9]2>>[n:1]1([CH2:27][CH2:28][CH2:29][C:30]([CH3:31])=[O:32])[c:2]([NH:10][CH:11]2[CH2:12][CH2:13][N:14]([C:17](=[O:18])[O:19][C:20]([CH3:21])([CH3:22])[CH3:23])[CH2:15][CH2:16]2)[n:3][c:4]2[c:5]1[cH:6][cH:7][cH:8][cH:9]2. Product: CC(=O)CCCn1c(NC2CCN(C(=O)OC(C)(C)C)CC2)nc2ccccc21. Starting materials: [Br-], O=C([O-])O, CCCC[N+](CCCC)(CCCC)CCCC, CN(C)C=O, [Cl-], CC(=O)CCCCl, [H-], [NH4+], [Na+], [Na+], C1CCOC1, CC(C)(C)OC(=O)N1CCC(Nc2nc3ccccc3[nH]2)CC1. Product: [Si](C1=CC=CC=C1)(C1=CC=CC=C1)(C(C)(C)C)OCC=1NC(N(C1)C1CCN(CC1)C(=O)OC(C)(C)C)=O (tert-Butyl 4-[4-({[tert-butyl(diphenyl)silyl]oxy}methyl)-2-oxo-2,3-dihydro-1H-imidazol-1-yl]piperidine-1-carboxylate). Reported procedure: Dess-Martin periodinane (53 mg, 0.126 mmol) was added to a solution of tert-butyl 4-[({[2-{[tert-butyl(diphenyl)silyl]oxy}-1-(hydroxymethyl)ethyl]amino}carbonyl)amino]piperidine-1-carboxylate (50 mg, 0.090 mmol) in dichloromethane (20 mL) at 0° C. After 4 h, the reaction was quenched with a 1:1 mixture of saturated sodium thiosulfate and sodium bicarbonate solution. The mixture was extracted with dichloromethane (2×) and the combined organic extracts were dried over sodium sulfate, filtered, con... Conditions: time 4 hour. As a reaction SMILES: CC(OI1(OC(C)=O)(OC(C)=O)OC(=O)[C:11]2[CH:10]=[CH:9][CH:8]=[CH:7][C:6]1=2)=O.[Si:23]([O:40][CH2:41][CH:42]([NH:45][C:46]([NH:48][CH:49]1[CH2:54][CH2:53][N:52]([C:55]([O:57][C:58]([CH3:61])([CH3:60])[CH3:59])=[O:56])[CH2:51][CH2:50]1)=[O:47])[CH2:43]O)([C:36]([CH3:39])([CH3:38])[CH3:37])([C:30]1[CH:35]=[CH:34][CH:33]=[CH:32][CH:31]=1)C1C=CC=CC=1>ClCCl>[Si:23]([O:40][CH2:41][C:42]1[NH:45][C:46](=[O:47])[N:48]([CH:49]2[CH2:50][CH2:51][N:52]([C:55]([O:57][C:58]([CH3:61])([CH3:60])[CH3:59])=[O:56])[CH2:53][CH2:54]2)[CH:43]=1)([C:36]([CH3:39])([CH3:37])[CH3:38])([C:11]1[CH:6]=[CH:7][CH:8]=[CH:9][CH:10]=1)[C:30]1[CH:31]=[CH:32][CH:33]=[CH:34][CH:35]=1. Isolated yield 51.8%. The reactants are CC(=O)OI1(C=2C=CC=CC2C(=O)O1)(OC(=O)C)OC(=O)C (Dess-Martin periodinane), [Si](C1=CC=CC=C1)(C1=CC=CC=C1)(C(C)(C)C)OCC(CO)NC(=O)NC1CCN(CC1)C(=O)OC(C)(C)C (tert-butyl 4-[({[2-{[tert-butyl(diphenyl)silyl]oxy}-1-(hydroxymethyl)ethyl]amino}carbonyl)amino]piperidine-1-carboxylate). Run in ClCCl (dichloromethane).